This data is from the Open Reaction Database (ORD), a public repository of structured organic reaction records. The task is: describe an organic reaction: reactants, conditions, products, and yield The reactants are N=C(N)c1ccc(NC(=O)CC(=O)O)cc1, CCOC(=O)CCCOc1ccc(C(C)N)cc1C(F)(F)F, CN(C)C=O. Product: CCOC(=O)CCCOc1ccc(C(C)NC(=O)CC(=O)Nc2ccc(C(=N)N)cc2)cc1C(F)(F)F. Reaction SMILES: [C:1]([NH2:2])(=[NH:3])[c:4]1[cH:5][cH:6][c:7]([NH:10][C:11]([CH2:12][C:13](=[O:14])[OH:15])=[O:16])[cH:8][cH:9]1.[CH2:17]([CH3:18])[O:19][C:20]([CH2:21][CH2:22][CH2:23][O:24][c:25]1[c:26]([C:34]([F:35])([F:36])[F:37])[cH:27][c:28]([CH:31]([CH3:32])[NH2:33])[cH:29][cH:30]1)=[O:38].[O:39]=[CH:40][N:41]([CH3:42])[CH3:43]>>[C:1]([NH2:2])(=[NH:3])[c:4]1[cH:5][cH:6][c:7]([NH:10][C:11]([CH2:12][C:13](=[O:15])[NH:33][CH:31]([c:28]2[cH:27][c:26]([C:34]([F:35])([F:36])[F:37])[c:25]([O:24][CH2:23][CH2:22][CH2:21][C:20]([O:19][CH2:17][CH3:18])=[O:38])[cH:30][cH:29]2)[CH3:32])=[O:16])[cH:8][cH:9]1. Reactants: OC=1C=CC(=C2CCC(C12)=O)C (7-hydroxy-4-methyl-1-indanone), N1(CCCCC1)S(=O)(=O)Cl (1-piperidine sulfonyl chloride), [Cl-].[Al+3].[Cl-].[Cl-] (aluminum chloride). Run in ClC(C)Cl (dichloroethane). Product: OC=1C(=CC(=C2CCC(C12)=O)C)S(=O)(=O)N1CCCCC1 (7-hydroxy-4-methyl-6-(1-piperidinesulfonyl)-1-indanone). Yield: 32.5%. RXN SMILES: [OH:1][C:2]1[CH:3]=[CH:4][C:5]([CH3:12])=[C:6]2[C:10]=1[C:9](=[O:11])[CH2:8][CH2:7]2.[N:13]1([S:19](Cl)(=[O:21])=[O:20])[CH2:18][CH2:17][CH2:16][CH2:15][CH2:14]1.[Cl-].[Al+3].[Cl-].[Cl-]>ClC(Cl)C>[OH:1][C:2]1[C:3]([S:19]([N:13]2[CH2:18][CH2:17][CH2:16][CH2:15][CH2:14]2)(=[O:21])=[O:20])=[CH:4][C:5]([CH3:12])=[C:6]2[C:10]=1[C:9](=[O:11])[CH2:8][CH2:7]2 |f:2.3.4.5|. Reported procedure: Into a solution of 2 g of 7-hydroxy-4-methyl-1-indanone in 10 ml of dichloroethane was added 2.27 g of 1-piperidine sulfonyl chloride. Then 10 g of anhydrous aluminum chloride was gradually added to the mixture and stirred, and the reaction mixture was refluxed by heating for 8 hours. The reaction mixture was extracted with 200 ml of chloroform, washed with water, then the chloroform was removed by evaporation under a reduced pressure. The residue was purified by means of a silica gel column chr... Starting materials: C1(O)=CC(O)=CC=C1 (resorcinol), C=O (formaldehyde). The product is C1(O)=C(C(O)=CC=C1)C=O (resorcinol-formaldehyde). RXN SMILES: [C:1]1([CH:8]=[CH:7][CH:6]=[C:4]([OH:5])[CH:3]=1)[OH:2].[CH2:9]=[O:10]>>[C:1]1([CH:8]=[CH:7][CH:6]=[C:4]([OH:5])[C:3]=1[CH:9]=[O:10])[OH:2]. Procedure details: In the case of using RF-gel as carbon precursor, aqueous solutions containing 20 to 60 weight percent of inorganic template particles stabilized with surfactants specified in the step (a) are prepared, and the resulting aqueous solution is mixed with 30 to 70 weight percent aqueous solution of the mixture of resorcinol and formaldehyde (1:2 to 1:3 molar ratio) to produce mixtures with weight ratio of 1:1 to 1:20 (resorcinol-formaldehyde:inorganic template), followed by polymerizing at 20° C. to ... The reactants are IC1=C(C(=O)O)C(=C(C=C1)OC)OC (2-iodo-5,6-dimethoxybenzoic acid), C1OC=2C=C3C(=CC=NC3=CC2O1)NC(CN(C)C)C (N′-(6,7-Methylenedioxyquinolin-4-yl)-N,N-dimethylpropane-1,2-diamine), acid chloride, Compound 7b, C(C(=O)Cl)(=O)Cl (oxalyl chloride), [K+].[Br-] (KBr). Yields the product C1OC=2C=C3C(=CC=NC3=CC2O1)N(C(C1=C(C=C(C(=C1)OC)OC)I)=O)C(CN(C)C)C (N-(6,7-Methylenedioxyquinolin-4-yl)-N-[2-(N,N-dimethylamino)-1-methylethyl)-2-iodo-4,5-dimethoxybenzamide). Isolated yield 60.4%. As a reaction SMILES: [CH2:1]1[O:13][C:12]2[CH:11]=[C:10]3[C:5]([C:6]([NH:14][CH:15]([CH3:20])[CH2:16][N:17]([CH3:19])[CH3:18])=[CH:7][CH:8]=[N:9]3)=[CH:4][C:3]=2[O:2]1.C(Cl)(=O)[C:22](Cl)=[O:23].[I:27][C:28]1[CH:36]=[CH:35][C:34]([O:37][CH3:38])=[C:33]([O:39][CH3:40])[C:29]=1C(O)=O.[K+].[Br-]>>[CH2:1]1[O:13][C:12]2[CH:11]=[C:10]3[C:5]([C:6]([N:14]([CH:15]([CH3:20])[CH2:16][N:17]([CH3:19])[CH3:18])[C:22](=[O:23])[C:36]4[CH:35]=[C:34]([O:37][CH3:38])[C:33]([O:39][CH3:40])=[CH:29][C:28]=4[I:27])=[CH:7][CH:8]=[N:9]3)=[CH:4][C:3]=2[O:2]1 |f:3.4|. Procedure: Prepared from N′-(6,7-Methylenedioxyquinolin-4-yl)-N,N-dimethylpropane-1,2-diamine (273 mg, 1.0 mol) in 60.4% yield with a reaction time of 12 h, from the acid chloride prepared using 4.8 mmol of oxalyl chloride and 1.2 mmol of 2-iodo-5,6-dimethoxybenzoic acid. Compound 7b had: mp 82-84° C.; IR (KBr) 1648, 3415; HRMS calcd for C24H261N3O5H 564.0917; found 564.0997 Starting materials: C(=O)(OC)COC(C)N1C(=NC2=C1C=CC=C2)C(=O)C2CCN(CC2)C(=O)OC(C)(C)C (1-[(1-carbomethoxy methoxy ethyl)-1H-benzimidazol-2-yl][1-(t-butyloxycarbonyl)-4-piperidinyl]methanone), FC(C(=O)O)(F)F (trifluoroacetic acid), C(O)([O-])=O.[Na+] (sodium hydrogen carbonate). The product is C(=O)(OC)COC(C)N1C(=NC2=C1C=CC=C2)C(=O)C2CCNCC2 (1-[(1-Carbomethoxy methoxy ethyl)-1H-benzimidazol-2-yl][1-(4-piperidinyl)]methanone). As a reaction SMILES: [C:1]([CH2:5][O:6][CH:7]([N:9]1[C:13]2[CH:14]=[CH:15][CH:16]=[CH:17][C:12]=2[N:11]=[C:10]1[C:18]([CH:20]1[CH2:25][CH2:24][N:23](C(OC(C)(C)C)=O)[CH2:22][CH2:21]1)=[O:19])[CH3:8])([O:3][CH3:4])=[O:2].FC(F)(F)C(O)=O.C(=O)([O-])O.[Na+]>>[C:1]([CH2:5][O:6][CH:7]([N:9]1[C:13]2[CH:14]=[CH:15][CH:16]=[CH:17][C:12]=2[N:11]=[C:10]1[C:18]([CH:20]1[CH2:25][CH2:24][NH:23][CH2:22][CH2:21]1)=[O:19])[CH3:8])([O:3][CH3:4])=[O:2] |f:2.3|. Reported procedure: Mix 1-[(1-carbomethoxy methoxy ethyl)-1H-benzimidazol-2-yl][1-(t-butyloxycarbonyl)-4-piperidinyl]methanone (11.9 g, 26.67 mmol) and trifluoroacetic acid (75 mL). Stir at room temperature until the reaction is complete. Pour onto water and carefully neutralize with solid sodium hydrogen carbonate. Extract into ethyl acetate (2×), wash with brine and dry (MgSO4). Evaporate the solvent in vacuo and purify by chromatography to give the title compound. Reactants: CN(C=O)C (dimethyl formamide), C1(CC1)N1CCC(CC1)C(=O)O (1-cyclopropyl piperidine-4-carboxylic acid), C(C(=O)Cl)(=O)Cl (oxalyl chloride). Solvent: ClCCl (dichloromethane). Reaction conditions: temperature 0 celsius, time 1 hour. The product is C1(CC1)N1CCC(CC1)C(=O)Cl (1-cyclopropyl piperidine-4-carbonyl chloride). Reaction SMILES: [CH:1]1([N:4]2[CH2:9][CH2:8][CH:7]([C:10]([OH:12])=O)[CH2:6][CH2:5]2)[CH2:3][CH2:2]1.CN(C)C=O.C(Cl)(=O)C([Cl:21])=O>ClCCl>[CH:1]1([N:4]2[CH2:9][CH2:8][CH:7]([C:10]([Cl:21])=[O:12])[CH2:6][CH2:5]2)[CH2:3][CH2:2]1. Reported procedure: To a stirred mixture of 1-cyclopropyl piperidine-4-carboxylic acid (10.0 grams, 48.6 mmol, obtained in above step) in dichloromethane (198 mL) cooled at 0° C. was added dry dimethyl formamide (2 mL) followed by drop wise addition of oxalyl chloride (12.5 mL, 145.8 mmol). The reaction mixture was gradually warmed to room temperature and stirred for 1 hour. The volatiles were removed under reduced pressure and the crude 1-cyclopropyl piperidine-4-carbonyl chloride (11.0 grams). This crude product ...